This data is from the Open Reaction Database (ORD), a public repository of structured organic reaction records. The task is: describe an organic reaction: reactants, conditions, products, and yield Starting materials: C(C1=CC=CC=C1)(=O)NC1=C2N=CN(C2=NC=N1)[C@H]1[C@@H]([C@@H]([C@H](O1)/C=C/P(O)(O)=O)O)O ((E)-2-((2R,3S,4R,5R)-5-(6-benzamido-9H-purin-9-yl)-3,4-dihydroxy-tetrahydrofuran-2-yl)vinylphosphonic acid), [NH4+].[OH-] (NH4OH). Run at time 16 hour. The product is NC1=C2N=CN(C2=NC=N1)[C@H]1[C@@H]([C@@H]([C@H](O1)/C=C/P(O)(O)=O)O)O ((E)-2-((2R,3S,4R,5R)-5-(6-amino-9H-purin-9-yl)-3,4-dihydroxy-tetrahydrofuran-2-yl)vinylphosphonic acid). Yield: 7.0%. RXN SMILES: C([NH:9][C:10]1[N:18]=[CH:17][N:16]=[C:15]2[C:11]=1[N:12]=[CH:13][N:14]2[C@@H:19]1[O:23][C@H:22](/[CH:24]=[CH:25]/[P:26](=[O:29])([OH:28])[OH:27])[C@@H:21]([OH:30])[C@H:20]1[OH:31])(=O)C1C=CC=CC=1.[NH4+].[OH-]>>[NH2:9][C:10]1[N:18]=[CH:17][N:16]=[C:15]2[C:11]=1[N:12]=[CH:13][N:14]2[C@@H:19]1[O:23][C@H:22](/[CH:24]=[CH:25]/[P:26](=[O:27])([OH:28])[OH:29])[C@@H:21]([OH:30])[C@H:20]1[OH:31] |f:1.2|. Procedure details: Compound 24.3 (43 mg, 0.961 mmol) was treated with concentrated NH4OH (4.85 mL, 0.02 M) and stirred at room temperature for 16 h. The solvent was removed in vacuo and the residue was treated with 1% AcOH (2 mL). Reverse phase HPLC afforded compound 24.4 (23 mg, 70% yield) as a white solid: 1H NMR (D2O, 300 MHz) 8.21 (s, 1H), 8.11 (s, 1H), 6.41 (m, 1H), 5.97 (d, J=5.7 Hz, 1H), 5.84 (m, 1H), 4.66 (appt t, J=4.8 Hz, 1H), 4.53 (m, 1H), 4.22 (t, J=4.8 Hz, 1H); 31P NMR (D2O, 121.4 MHz) 9.4; MS (ESI) m... Starting materials: CO, CCOC(C)=O, [NH4+], [OH-], NC1CCCc2nccnc21. Yields the product CC(=O)NC1CCCc2nccnc21. Reaction SMILES: [CH3:12][OH:13].[CH3:16][CH2:17][O:18][C:19]([CH3:20])=[O:21].[NH4+:15].[OH-:14].[n:1]1[cH:2][cH:3][n:4][c:5]2[c:10]1[CH2:9][CH2:8][CH2:7][CH:6]2[NH2:11]>>[n:1]1[cH:2][cH:3][n:4][c:5]2[c:10]1[CH2:9][CH2:8][CH2:7][CH:6]2[NH:11][C:17]([CH3:16])=[O:18]. Reactants: [BH4-], O=C([O-])[O-], CC(=O)CCc1cnc(C#CC2(O)CN3CCC2CC3)c(Cc2ccccc2)c1, CO, Cl, [K+], [K+], [Na+], O. Product: CC(O)CCc1cnc(C#CC2(O)CN3CCC2CC3)c(Cc2ccccc2)c1. Reaction SMILES: [BH4-:37].[C:31](=[O:32])([O-:33])[O-:34].[CH2:2]([c:3]1[cH:4][cH:5][cH:6][cH:7][cH:8]1)[c:9]1[c:10]([C:20]#[C:21][C:22]2([OH:30])[CH2:23][N:24]3[CH2:25][CH2:26][CH:27]2[CH2:28][CH2:29]3)[n:11][cH:12][c:13]([CH2:15][CH2:16][C:17]([CH3:18])=[O:19])[cH:14]1.[CH3:39][OH:40].[ClH:1].[K+:35].[K+:36].[Na+:38].[OH2:41]>>[CH2:2]([c:3]1[cH:4][cH:5][cH:6][cH:7][cH:8]1)[c:9]1[c:10]([C:20]#[C:21][C:22]2([OH:30])[CH2:23][N:24]3[CH2:25][CH2:26][CH:27]2[CH2:28][CH2:29]3)[n:11][cH:12][c:13]([CH2:15][CH2:16][CH:17]([CH3:18])[OH:19])[cH:14]1. Reactants: C=CCC1CC(C(=O)O)n2c1ncc(N(CC=C)C(=O)OCc1ccccc1)c2=O, N=C(NC(=O)OCc1ccccc1)c1ccc(CN)cc1, CCN=C=NCCCN(C)C, CCOC(C)=O, ClCCl, Cl, [Na+], O=C([O-])O, CN(C)C=O. Yields the product C=CCC1CC(C(=O)NCc2ccc(C(=N)NC(=O)OCc3ccccc3)cc2)n2c1ncc(N(CC=C)C(=O)OCc1ccccc1)c2=O. RXN SMILES: [CH2:1]([CH:2]=[CH2:3])[CH:4]1[CH2:5][CH:6]([C:28](=[O:29])[OH:30])[n:7]2[c:8]1[n:9][cH:10][c:11]([N:14]([C:15](=[O:16])[O:17][CH2:18][c:19]1[cH:20][cH:21][cH:22][cH:23][cH:24]1)[CH2:25][CH:26]=[CH2:27])[c:12]2=[O:13].[CH2:32]([c:33]1[cH:34][cH:35][cH:36][cH:37][cH:38]1)[O:39][C:40]([NH:41][C:42](=[NH:43])[c:44]1[cH:45][cH:46][c:47]([CH2:50][NH2:51])[cH:48][cH:49]1)=[O:52].[CH3:58][CH2:59][N:60]=[C:61]=[N:62][CH2:63][CH2:64][CH2:65][N:66]([CH3:67])[CH3:68].[CH3:77][CH2:78][O:79][C:80]([CH3:81])=[O:82].[Cl:69][CH2:70][Cl:71].[ClH:31].[Na+:57].[O-:53][C:54]([OH:55])=[O:56].[O:72]=[CH:73][N:74]([CH3:75])[CH3:76]>>[CH2:1]([CH:2]=[CH2:3])[CH:4]1[CH2:5][CH:6]([C:28](=[O:29])[NH:51][CH2:50][c:47]2[cH:46][cH:45][c:44]([C:42]([NH:41][C:40]([O:39][CH2:32][c:33]3[cH:34][cH:35][cH:36][cH:37][cH:38]3)=[O:52])=[NH:43])[cH:49][cH:48]2)[n:7]2[c:8]1[n:9][cH:10][c:11]([N:14]([C:15](=[O:16])[O:17][CH2:18][c:19]1[cH:20][cH:21][cH:22][cH:23][cH:24]1)[CH2:25][CH:26]=[CH2:27])[c:12]2=[O:13]. Reactants: CCOC(=O)c1cc2cc([N+](=O)[O-])ccc2s1, CCO. Product: CCOC(=O)c1cc2cc(N)ccc2s1. Reaction SMILES: [CH2:1]([CH3:2])[O:3][C:4](=[O:5])[c:6]1[cH:7][c:8]2[c:9]([s:10]1)[cH:11][cH:12][c:13]([N+:15]([O-:16])=[O:17])[cH:14]2.[CH3:18][CH2:19][OH:20]>>[CH2:1]([CH3:2])[O:3][C:4](=[O:5])[c:6]1[cH:7][c:8]2[c:9]([s:10]1)[cH:11][cH:12][c:13]([NH2:15])[cH:14]2.